Dataset: the Open Reaction Database (ORD), a public repository of structured organic reaction records. Task: describe an organic reaction: reactants, conditions, products, and yield Starting materials: O=C([O-])O, C1CNCCN1, ClC(Cl)Cl, Cl[SH]1N=CC2=C(CCCO2)N1, [Na+]. The product is C1=N[SH](N2CCNCC2)NC2=C1OCCC2. As a reaction SMILES: [C:18](=[O:19])([OH:20])[O-:21].[CH2:12]1[CH2:13][NH:14][CH2:15][CH2:16][NH:17]1.[CH:23]([Cl:24])([Cl:25])[Cl:26].[Cl:1][SH:2]1[N:3]=[CH:4][C:5]2=[C:6]([NH:7]1)[CH2:8][CH2:9][CH2:10][O:11]2.[Na+:22]>>[SH:2]1([N:14]2[CH2:13][CH2:12][NH:17][CH2:16][CH2:15]2)[N:3]=[CH:4][C:5]2=[C:6]([NH:7]1)[CH2:8][CH2:9][CH2:10][O:11]2.